This data is from the Open Reaction Database (ORD), a public repository of structured organic reaction records. The task is: describe an organic reaction: reactants, conditions, products, and yield Starting materials: C1=CC=NC(=C1)SSC2=CC=CC=N2 (2,2'-dipyridyl disulfide), C(C)(C)(C)OC(=O)N[C@@H](COCC1=CC=CC=C1)C(=O)O (N-(t-butoxycarbonyl)-O-benzyl-L-serine), CC(C1=CC=CC=C1)(C)N (α,α-dimethylbenzylamine), C1(=CC=CC=C1)P(C1=CC=CC=C1)C1=CC=CC=C1 (triphenylphosphine). Run in C(Cl)Cl (methylene chloride), C(Cl)Cl (methylene chloride). Reaction conditions: time 1 hour. The product is CC(C1=CC=CC=C1)(C)NC([C@H](COCC1=CC=CC=C1)NC(=O)OC(C)(C)C)=O ((2S)-N-(α,α-Dimethylbenzyl)-3-benzyloxy-2-(t-butoxycarbonylamino)propionamide). RXN SMILES: [C:1]([O:5][C:6]([NH:8][C@H:9]([C:19]([OH:21])=O)[CH2:10][O:11][CH2:12][C:13]1[CH:18]=[CH:17][CH:16]=[CH:15][CH:14]=1)=[O:7])([CH3:4])([CH3:3])[CH3:2].[CH3:22][C:23]([NH2:31])([CH3:30])[C:24]1[CH:29]=[CH:28][CH:27]=[CH:26][CH:25]=1.C1(P(C2C=CC=CC=2)C2C=CC=CC=2)C=CC=CC=1.C1C=C(SSC2N=CC=CC=2)N=CC=1>C(Cl)Cl>[CH3:22][C:23]([NH:31][C:19](=[O:21])[C@@H:9]([NH:8][C:6]([O:5][C:1]([CH3:2])([CH3:3])[CH3:4])=[O:7])[CH2:10][O:11][CH2:12][C:13]1[CH:14]=[CH:15][CH:16]=[CH:17][CH:18]=1)([CH3:30])[C:24]1[CH:29]=[CH:28][CH:27]=[CH:26][CH:25]=1. Procedure details: 11.0 g of powdery N-(t-butoxycarbonyl)-O-benzyl-L-serine were added to 200 ml of a methylene chloride solution containing 5.0 g of α,α-dimethylbenzylamine and 10.0 g of triphenylphosphine. 20 ml of a methylene chloride solution containing 8.2 g of 2,2'-dipyridyl disulfide were then added dropwise. The mixture was then stirred for 1 hour at room temperature, after which the solvent was distilled off under reduced pressure and the residue was subjected to silica gel column chromatography. The titl... Starting materials: COC(CCNC(=O)C=1SC(=CC1)C(CC)OC1=CC(=C(C(=C1)C)C1=CC=C(C=C1)C(C)(C)C)C)=O (3-({5-[1-(4′-tert-butyl-2,6-dimethyl-biphenyl-4-yloxy)-propyl]-thiophene-2-carbonyl}-amino)-propionic acid methyl ester), [OH-].[Na+] (NaOH), Cl (HCl). The solvent is CO (methanol). Run at time 8 hour. Product: C(C)(C)(C)C1=CC=C(C=C1)C1=C(C=C(C=C1C)OC(CC)C1=CC=C(S1)C(=O)NCCC(=O)O)C (3-({5-[1-(4′-tert-Butyl-2,6-dimethyl-biphenyl-4-yloxy)-propyl]-thiophene-2-carbonyl}-amino)-propionic acid). Isolated yield 80.2%. As a reaction SMILES: C[O:2][C:3](=[O:36])[CH2:4][CH2:5][NH:6][C:7]([C:9]1[S:10][C:11]([CH:14]([O:17][C:18]2[CH:23]=[C:22]([CH3:24])[C:21]([C:25]3[CH:30]=[CH:29][C:28]([C:31]([CH3:34])([CH3:33])[CH3:32])=[CH:27][CH:26]=3)=[C:20]([CH3:35])[CH:19]=2)[CH2:15][CH3:16])=[CH:12][CH:13]=1)=[O:8].[OH-].[Na+].Cl>CO>[C:31]([C:28]1[CH:29]=[CH:30][C:25]([C:21]2[C:20]([CH3:35])=[CH:19][C:18]([O:17][CH:14]([C:11]3[S:10][C:9]([C:7]([NH:6][CH2:5][CH2:4][C:3]([OH:36])=[O:2])=[O:8])=[CH:13][CH:12]=3)[CH2:15][CH3:16])=[CH:23][C:22]=2[CH3:24])=[CH:26][CH:27]=1)([CH3:34])([CH3:32])[CH3:33] |f:1.2|. Procedure details: A solution of 3-({5-[1-(4′-tert-butyl-2,6-dimethyl-biphenyl-4-yloxy)-propyl]-thiophene-2-carbonyl}-amino)-propionic acid methyl ester (Isomer 2) (90.2 mg, 0.178 mmol) in methanol (1.8 mL) is treated with 5N NaOH (0.178 mL) and shaken at rt overnight. The reaction is neutralized with 1N HCl (0.182 mL), and extracted into ethyl acetate (2×). The combined organic layers are dried and concentrated, giving the title compound (70.5 mg). MS (ES): 494.3 [M+H]+. Starting materials: NC=1C=C(OC2=C3C(=NC=C2)NC(N3)=O)C=CC1 (7-(3-aminophenoxy)-1H-imidazo[4,5-b]pyridin-2(3H)-one), C(C)(C)(CC)C=1C=C(C(=O)O)C=CC1 (3-tert-pentylbenzoic acid). Yields the product O=C1NC=2C(=NC=CC2OC=2C=C(C=CC2)NC(C2=CC(=CC=C2)C(C)(C)CC)=O)N1 (N-(3-(2-oxo-2,3-dihydro-1H-imidazo[4,5-b]pyridin-7-yloxy)phenyl)-3-tert-pentylbenzamide). The yield is 31.0%. Reaction SMILES: [NH2:1][C:2]1[CH:3]=[C:4]([CH:16]=[CH:17][CH:18]=1)[O:5][C:6]1[CH:11]=[CH:10][N:9]=[C:8]2[NH:12][C:13](=[O:15])[NH:14][C:7]=12.[C:19]([C:24]1[CH:25]=[C:26]([CH:30]=[CH:31][CH:32]=1)[C:27](O)=[O:28])([CH2:22][CH3:23])([CH3:21])[CH3:20]>>[O:15]=[C:13]1[NH:12][C:8]2=[N:9][CH:10]=[CH:11][C:6]([O:5][C:4]3[CH:3]=[C:2]([NH:1][C:27](=[O:28])[C:26]4[CH:30]=[CH:31][CH:32]=[C:24]([C:19]([CH2:22][CH3:23])([CH3:20])[CH3:21])[CH:25]=4)[CH:18]=[CH:17][CH:16]=3)=[C:7]2[NH:14]1. Reported procedure: Method H2 was used with 7-(3-aminophenoxy)-1H-imidazo[4,5-b]pyridin-2(3H)-one and 3-tert-pentylbenzoic acid to afford the title compound as a light pink solid (54 mg, 31%). 1H-NMR (δ, ppm, DMSO-d6): 0.63 (t, 3H, CH3Et, J=7.4 Hz), 1.29 (s, 6H, CH3Me), 1.66 (q, 2H, CH2Et, J=7.4 Hz), 6.49 (d, 1H, HPy,5, J=5.9 Hz), 6.90 (dd, 1H, Harom, J=7.4 Hz, J=1.7 Hz), 7.41-7.47 (m, 2H, Harom), 7.56 (d, 1H, Harom, J=7.8 Hz), 7.65-7.66 (m, 2H, Harom), 7.75 (d, 1H, Harom, J=7.7 Hz) 7.81 (d, 1H, HPy,6, J=5.9 Hz), 7... RXN SMILES: [CH3:31][NH:32][CH:33]([CH3:34])[CH3:35].[CH3:36][CH2:37][O:38][C:39](=[O:40])[CH3:41].[Cl:1][CH2:2][CH2:3][O:4][c:5]1[cH:6][cH:7][c:8]2[c:9]([CH3:28])[cH:10][n:11](-[c:16]3[cH:17][c:18]([C:19](=[O:20])[NH:21][CH2:22][CH3:23])[cH:24][cH:25][c:26]3[CH3:27])[c:12](=[O:15])[c:13]2[cH:14]1.[I-:30].[K+:29]>>[CH2:2]([CH2:3][O:4][c:5]1[cH:6][cH:7][c:8]2[c:9]([CH3:28])[cH:10][n:11](-[c:16]3[cH:17][c:18]([C:19](=[O:20])[NH:21][CH2:22][CH3:23])[cH:24][cH:25][c:26]3[CH3:27])[c:12](=[O:15])[c:13]2[cH:14]1)[N:32]([CH3:31])[CH:33]([CH3:34])[CH3:35]. Yields the product CCNC(=O)c1ccc(C)c(-n2cc(C)c3ccc(OCCN(C)C(C)C)cc3c2=O)c1. Starting materials: CNC(C)C, CCOC(C)=O, CCNC(=O)c1ccc(C)c(-n2cc(C)c3ccc(OCCCl)cc3c2=O)c1, [I-], [K+]. Reactants: C=CCOC1=C(O)C(CCC=CCCCCCCCCCCCCCC)OC1=O, CO. The product is CC=COC1=C(O)C(CCC=CCCCCCCCCCCCCCC)OC1=O. Reaction SMILES: [CH2:1]([CH:2]=[CH2:3])[O:4][C:5]1=[C:9]([OH:10])[CH:8]([CH2:11][CH2:12][CH:13]=[CH:14][CH2:15][CH2:16][CH2:17][CH2:18][CH2:19][CH2:20][CH2:21][CH2:22][CH2:23][CH2:24][CH2:25][CH2:26][CH2:27][CH3:28])[O:7][C:6]1=[O:29].[CH3:30][OH:31]>>[CH:1](=[CH:2][CH3:3])[O:4][C:5]1=[C:9]([OH:10])[CH:8]([CH2:11][CH2:12][CH:13]=[CH:14][CH2:15][CH2:16][CH2:17][CH2:18][CH2:19][CH2:20][CH2:21][CH2:22][CH2:23][CH2:24][CH2:25][CH2:26][CH2:27][CH3:28])[O:7][C:6]1=[O:29]. Reactants: CS(=O)(=O)OCCC1(c2ccc(F)c(Br)c2)CN(C(=O)c2cc(C(F)(F)F)cc(C(F)(F)F)c2)CO1, CCOC(=O)COC1Cc2ccccc2C12CCNCC2. Yields the product CCOC(=O)COC1Cc2ccccc2C12CCN(CCC1(c3ccc(F)c(Br)c3)CN(C(=O)c3cc(C(F)(F)F)cc(C(F)(F)F)c3)CO1)CC2. Reaction SMILES: [CH3:1][S:2]([O:3][CH2:6][CH2:7][C:8]1([c:29]2[cH:30][c:31]([Br:36])[c:32]([F:35])[cH:33][cH:34]2)[CH2:9][N:10]([C:13]([c:14]2[cH:15][c:16]([C:24]([F:25])([F:26])[F:27])[cH:17][c:18]([C:20]([F:21])([F:22])[F:23])[cH:19]2)=[O:28])[CH2:11][O:12]1)(=[O:4])=[O:5].[NH:37]1[CH2:38][CH2:39][C:40]2([CH:41]([O:49][CH2:50][C:51](=[O:52])[O:53][CH2:54][CH3:55])[CH2:42][c:43]3[cH:44][cH:45][cH:46][cH:47][c:48]32)[CH2:56][CH2:57]1>>[CH2:6]([CH2:7][C:8]1([c:29]2[cH:30][c:31]([Br:36])[c:32]([F:35])[cH:33][cH:34]2)[CH2:9][N:10]([C:13]([c:14]2[cH:15][c:16]([C:24]([F:25])([F:26])[F:27])[cH:17][c:18]([C:20]([F:21])([F:22])[F:23])[cH:19]2)=[O:28])[CH2:11][O:12]1)[N:37]1[CH2:38][CH2:39][C:40]2([CH:41]([O:49][CH2:50][C:51](=[O:52])[O:53][CH2:54][CH3:55])[CH2:42][c:43]3[cH:44][cH:45][cH:46][cH:47][c:48]32)[CH2:56][CH2:57]1. Reactants: CCNCc1cc(C(F)(F)F)ccc1-c1cc(CC(=O)OCC)ccc1OC, CCO, CCN(C(C)C)C(C)C, Cc1ccc2oc(Cl)nc2c1. Yields the product CCOC(=O)Cc1ccc(OC)c(-c2ccc(C(F)(F)F)cc2CN(CC)c2nc3cc(C)ccc3o2)c1. RXN SMILES: [CH2:1]([CH3:2])[O:3][C:4]([CH2:5][c:6]1[cH:7][c:8](-[c:14]2[c:15]([CH2:24][NH:25][CH2:26][CH3:27])[cH:16][c:17]([C:20]([F:21])([F:22])[F:23])[cH:18][cH:19]2)[c:9]([O:12][CH3:13])[cH:10][cH:11]1)=[O:28].[CH3:49][CH2:50][OH:51].[CH:40]([N:41]([CH:42]([CH3:43])[CH3:44])[CH2:45][CH3:46])([CH3:47])[CH3:48].[Cl:29][c:30]1[o:31][c:32]2[c:33]([n:34]1)[cH:35][c:36]([CH3:39])[cH:37][cH:38]2>>[CH2:1]([CH3:2])[O:3][C:4]([CH2:5][c:6]1[cH:7][c:8](-[c:14]2[c:15]([CH2:24][N:25]([CH2:26][CH3:27])[c:30]3[o:31][c:32]4[c:33]([n:34]3)[cH:35][c:36]([CH3:39])[cH:37][cH:38]4)[cH:16][c:17]([C:20]([F:21])([F:22])[F:23])[cH:18][cH:19]2)[c:9]([O:12][CH3:13])[cH:10][cH:11]1)=[O:28]. The reactants are alkyl, aryl, CN(C)C=O (DMF), CS(=O)C (DMSO), C=1(C(=CC=CC1)C)C (xylene). The product is C1(=CC=CC=C1)OC1=CC=CC=C1 (diphenylether), intermediate XIII. RXN SMILES: CN([CH:4]=[O:5])C.CS(C)=O.[C:10]1(C)[C:11](C)=[CH:12][CH:13]=[CH:14][CH:15]=1>>[C:15]1([O:5][C:4]2[CH:12]=[CH:11][CH:10]=[CH:15][CH:14]=2)[CH:10]=[CH:11][CH:12]=[CH:13][CH:14]=1. Procedure details: Method G illustrates still another means for obtaining intermediate XIII. In this method, substituted propriolate ester XVI is reacted with amidoxime XVII in a suitable solvent (e.g., alcohol, acetonitrile, THF, dimethylsulfoxide (DMSO), acetone, DMF) at about 0° C. to the reflux temperature of the solvent for about 1-48 hours to obtain olefin XVIII wherein when R1 =H, a mixture of cis and trans isomers is obtained, and when R1 =alkyl or aryl, a mixture of E and Z isomers is obtained. Further tr...